Dataset: the Open Reaction Database (ORD), a public repository of structured organic reaction records. Task: describe an organic reaction: reactants, conditions, products, and yield Starting materials: CCO, [Fe], Cc1ccc(-n2cc(Oc3ccc([N+](=O)[O-])cc3)cn2)cc1. The product is Cc1ccc(-n2cc(Oc3ccc(N)cc3)cn2)cc1. As a reaction SMILES: [CH3:23][CH2:24][OH:25].[Fe:26].[N+:1]([O-:2])(=[O:3])[c:4]1[cH:5][cH:6][c:7]([O:8][c:9]2[cH:10][n:11][n:12](-[c:14]3[cH:15][cH:16][c:17]([CH3:20])[cH:18][cH:19]3)[cH:13]2)[cH:21][cH:22]1>>[NH2:1][c:4]1[cH:5][cH:6][c:7]([O:8][c:9]2[cH:10][n:11][n:12](-[c:14]3[cH:15][cH:16][c:17]([CH3:20])[cH:18][cH:19]3)[cH:13]2)[cH:21][cH:22]1.